This data is from the Open Reaction Database (ORD), a public repository of structured organic reaction records. The task is: describe an organic reaction: reactants, conditions, products, and yield Starting materials: C(C)[C@@H]1[C@@H]([C@]2(C)[C@@H](C1)[C@@H]1CCC3=CC(CC[C@@H]3[C@H]1CC2)=O)OC(CBr)=O (16β-ethyl-17β-bromoacetoxy-4-estren-3-one), C(CCC(=O)O)(=O)[O-].[Na+] (monosodium succinate). Run in CC(=O)C (acetone). Reaction conditions: time 3 day. The product is C(C)[C@@H]1[C@@H]([C@]2(C)[C@@H](C1)[C@@H]1CCC3=CC(CC[C@@H]3[C@H]1CC2)=O)OC(COC(=O)CCC(=O)O)=O (16β-Ethyl-17β-(2-carboxyethyl)carbonyloxyacetoxy-4-estren-3-one). Yield: 24.5%. As a reaction SMILES: [CH2:1]([C@H:3]1[CH2:8][C@H:7]2[C@H:9]3[C@H:18]([CH2:19][CH2:20][C@:5]2([CH3:6])[C@H:4]1[O:22][C:23](=[O:26])[CH2:24]Br)[C@@H:17]1[C:12](=[CH:13][C:14](=[O:21])[CH2:15][CH2:16]1)[CH2:11][CH2:10]3)[CH3:2].[C:27]([O-:34])(=[O:33])[CH2:28][CH2:29][C:30]([OH:32])=[O:31].[Na+]>CC(C)=O>[CH2:1]([C@H:3]1[CH2:8][C@H:7]2[C@H:9]3[C@H:18]([CH2:19][CH2:20][C@:5]2([CH3:6])[C@H:4]1[O:22][C:23](=[O:26])[CH2:24][O:32][C:30]([CH2:29][CH2:28][C:27]([OH:34])=[O:33])=[O:31])[C@@H:17]1[C:12](=[CH:13][C:14](=[O:21])[CH2:15][CH2:16]1)[CH2:11][CH2:10]3)[CH3:2] |f:1.2|. Procedure: In 100 ml of 50% aqueous acetone are dissolved 1.5 g of 16β-ethyl-17β-bromoacetoxy-4-estren-3-one and 0.7 g of monosodium succinate and the solution is stirred at room temperature (15°-25° C.) for 3 days. The acetone is distilled off under reduced pressure and the residue is extracted with 150 ml of ethyl acetate. The organic layer is separated, washed with water and saturated aqueous sodium chloride solution and dried over anhydrous sodium sulfate. The solvent is then distilled off under reduce... Isolated yield 99.8%. The product is ClC=1C=C(C=C(C1)Cl)C1(CC(=NO1)C=1C=CC(=C(N)C1)CC)C(F)(F)F (5-[5-(3,5-dichlorophenyl)-5-trifluoromethyl-4,5-dihydroisoxazol-3-yl]-2-ethylaniline). Reagents/catalysts: [Fe] (iron). Conditions: time 3 hour. The reactants are C(C)(=O)O (acetic acid), O (water), ClC=1C=C(C=C(C1)Cl)C1(CC(=NO1)C=1C=CC(=C(C1)[N+](=O)[O-])CC)C(F)(F)F (5-[5-(3,5-dichlorophenyl)-5-trifluoromethyl-4,5-dihydroisoxazol-3-yl]-2-ethylnitrobenzene). As a reaction SMILES: C(O)(=O)C.O.[Cl:6][C:7]1[CH:8]=[C:9]([C:14]2([C:30]([F:33])([F:32])[F:31])[O:18][N:17]=[C:16]([C:19]3[CH:20]=[CH:21][C:22]([CH2:28][CH3:29])=[C:23]([N+:25]([O-])=O)[CH:24]=3)[CH2:15]2)[CH:10]=[C:11]([Cl:13])[CH:12]=1>[Fe].C(O)C>[Cl:6][C:7]1[CH:8]=[C:9]([C:14]2([C:30]([F:32])([F:31])[F:33])[O:18][N:17]=[C:16]([C:19]3[CH:20]=[CH:21][C:22]([CH2:28][CH3:29])=[C:23]([CH:24]=3)[NH2:25])[CH2:15]2)[CH:10]=[C:11]([Cl:13])[CH:12]=1. Procedure: An iron powder (4.33 g) was added to a mixture of acetic acid (0.5 ml), water (22 ml) and ethanol (34 ml) at room temperature, and thereto was added 5-[5-(3,5-dichlorophenyl)-5-trifluoromethyl-4,5-dihydroisoxazol-3-yl]-2-ethylnitrobenzene (5.60 g) obtained by Reference Production Example 29 at 75° C., and the mixture was stirred at the same temperature for 3 hours. After cooling to room temperature, the reaction mixture was filtrated and washed with ethyl acetate. To the filtrate was added an aq... The solvent is C(C)O (ethanol). Run at time 5 hour. RXN SMILES: C([C:5](C(C)(C)C)([O:9][C:10]1[CH:15]=[CH:14][C:13]([C:16](=[O:31])[CH2:17][N:18]([C:20]([C@H:22]2[CH2:27][CH2:26][C@H:25]([C:28](=[NH:30])[NH2:29])[CH2:24][CH2:23]2)=[O:21])[CH3:19])=[CH:12][C:11]=1[O:32][CH2:33][C:34]([O-:36])=[O:35])[C:6]([O-:8])=[O:7])(C)(C)C.[F:41][C:42]([F:47])([F:46])[C:43]([OH:45])=[O:44].C(OC(C)C)(C)C>C1(OC)C=CC=CC=1>[F:41][C:42]([F:47])([F:46])[C:43]([OH:45])=[O:44].[C:28]([C@H:25]1[CH2:26][CH2:27][C@H:22]([C:20]([N:18]([CH2:17][C:16]([C:13]2[CH:14]=[CH:15][C:10]([O:9][CH2:5][C:6]([OH:8])=[O:7])=[C:11]([O:32][CH2:33][C:34]([OH:36])=[O:35])[CH:12]=2)=[O:31])[CH3:19])=[O:21])[CH2:23][CH2:24]1)(=[NH:29])[NH2:30] |f:4.5|. Yields the product FC(C(=O)O)(F)F.C(N)(=N)[C@@H]1CC[C@H](CC1)C(=O)N(C)CC(=O)C1=CC(=C(C=C1)OCC(=O)O)OCC(=O)O ([[4-[[[trans-4-amidinocyclohexyl]carbonyl-N-methylamino]acetyl]-o-phenylene]dioxy]diacetic acid trifluoroacetate). Reactants: FC(C(=O)O)(F)F (trifluoroacetic acid), C(C)(C)(C)C(C(=O)[O-])(OC1=C(C=C(C=C1)C(CN(C)C(=O)[C@@H]1CC[C@H](CC1)C(N)=N)=O)OCC(=O)[O-])C(C)(C)C (Di-t-butyl[[4-[[[trans-4-amidinocyclohexyl]carbonyl-N-methylamino]acetyl]-o-phenylene]dioxy]diacetate), C(C)(C)OC(C)C (isopropyl ether). The solvent is C1(=CC=CC=C1)OC (anisole). Reported procedure: To the solution of the compound prepared in (d) (50 mg, 0.089 mmole) in anisole was added trifluoroacetic acid under ice-cooling. The mixture was stirred for 5 hours, during which the temperature of the mixture was left rising up to room temperature. After isopropyl ether was added to the reaction mixture, solids deposited were collected to give 31 mg of the title compound as the colorless solid (yield, 62%).